describe an organic reaction: reactants, conditions, products, and yield From a dataset of the Open Reaction Database (ORD), a public repository of structured organic reaction records. Reactants: NC1=C(C(=NN1C(C)(C)C)C1=CC=C(C=C1)C(=O)OC)C#N (5-amino-1-tert-butyl-4-cyano-3-(4-methoxycarbonylphenyl)pyrazole), C(OC)COC (dimethoxyethane). The reagents and catalysts are C1=CC=C(C=C1)P(C2=CC=CC=C2)C3=CC=CC=C3.C1=CC=C(C=C1)P(C2=CC=CC=C2)C3=CC=CC=C3.C1=CC=C(C=C1)P(C2=CC=CC=C2)C3=CC=CC=C3.C1=CC=C(C=C1)P(C2=CC=CC=C2)C3=CC=CC=C3.[Ru] (tetrakis(triphenylphosphine)ruthenium dihydride). The solvent is O (water). Yields the product NC1=C(C(=NN1C(C)(C)C)C1=CC=C(C=C1)C(=O)OC)C(=O)N (5-Amino-1-tert-butyl-3-(4-methoxycarbonylphenyl)pyrazole-4-carboxamide). Reaction SMILES: [NH2:1][C:2]1[N:6]([C:7]([CH3:10])([CH3:9])[CH3:8])[N:5]=[C:4]([C:11]2[CH:16]=[CH:15][C:14]([C:17]([O:19][CH3:20])=[O:18])=[CH:13][CH:12]=2)[C:3]=1[C:21]#[N:22].C(COC)[O:24]C>O.C1C=CC(P(C2C=CC=CC=2)C2C=CC=CC=2)=CC=1.C1C=CC(P(C2C=CC=CC=2)C2C=CC=CC=2)=CC=1.C1C=CC(P(C2C=CC=CC=2)C2C=CC=CC=2)=CC=1.C1C=CC(P(C2C=CC=CC=2)C2C=CC=CC=2)=CC=1.[Ru]>[NH2:1][C:2]1[N:6]([C:7]([CH3:10])([CH3:9])[CH3:8])[N:5]=[C:4]([C:11]2[CH:16]=[CH:15][C:14]([C:17]([O:19][CH3:20])=[O:18])=[CH:13][CH:12]=2)[C:3]=1[C:21]([NH2:22])=[O:24] |f:3.4.5.6.7|. Procedure: A mixture of 5-amino-1-tert-butyl-4-cyano-3-(4-methoxycarbonylphenyl)pyrazole (448 mg, 1.5 mmol) and tetrakis(triphenylphosphine)ruthenium dihydride in dimethoxyethane (1 ml) and water (54 μl) was heated at 120° under a nitrogen atmosphere in a sealed tube for 18 h. The reaction was concentrated under reduced pressure and the residue subjected to column chromatography (silica 4% methanol-CH2Cl2) to give the title compound (170 mg) after recrystallisation from ethyl acetate as a colourless solid ...